From a dataset of the Open Reaction Database (ORD), a public repository of structured organic reaction records. describe an organic reaction: reactants, conditions, products, and yield Reactants: C(C)SC1C(C(N1)=O)CCOC(=O)OCC1=CC=C(C=C1)[N+](=O)[O-] (4-Ethylthio-3-p-nitrobenzyloxycarbonyloxyethyl-2-oxo-azetidine), C(C)OC(C(=O)OCC1=CC=C(C=C1)[N+](=O)[O-])O (p-nitrobenzyl glyoxylate ethyl hemiacetal), C1=CC=CC=C1 (benzene). Run in O (water). Product: C(C)SC1C(C(N1C(C(=O)OCC1=CC=C(C=C1)[N+](=O)[O-])O)=O)CCOC(=O)OCC1=CC=C(C=C1)[N+](=O)[O-] (p-Nitrobenzyl 2-(4-ethylthio-3-p-nitrobenzyloxycarbonyloxyethyl-2-oxo-1-azetidinyl)-2-hydroxyacetate). RXN SMILES: [CH2:1]([S:3][CH:4]1[NH:7][C:6](=[O:8])[CH:5]1[CH2:9][CH2:10][O:11][C:12]([O:14][CH2:15][C:16]1[CH:21]=[CH:20][C:19]([N+:22]([O-:24])=[O:23])=[CH:18][CH:17]=1)=[O:13])[CH3:2].C([O:27][CH:28](O)[C:29]([O:31][CH2:32][C:33]1[CH:38]=[CH:37][C:36]([N+:39]([O-:41])=[O:40])=[CH:35][CH:34]=1)=[O:30])C.C1C=CC=CC=1>O>[CH2:1]([S:3][CH:4]1[N:7]([CH:28]([OH:27])[C:29]([O:31][CH2:32][C:33]2[CH:34]=[CH:35][C:36]([N+:39]([O-:41])=[O:40])=[CH:37][CH:38]=2)=[O:30])[C:6](=[O:8])[CH:5]1[CH2:9][CH2:10][O:11][C:12]([O:14][CH2:15][C:16]1[CH:17]=[CH:18][C:19]([N+:22]([O-:24])=[O:23])=[CH:20][CH:21]=1)=[O:13])[CH3:2]. Reported procedure: 4-Ethylthio-3-p-nitrobenzyloxycarbonyloxyethyl-2-oxo-azetidine (9.0 g), p-nitrobenzyl glyoxylate ethyl hemiacetal (8.15 g) and benzene (350 ml) were heated at reflux for 20 hours under a nitrogen atmosphere using a Dean-Stark water separator. The solution was then concentrated in vacuo and the residue was dissolved in 700 ml of dichloromethane. The dichloromethane solution was washed two times with water, dried over anhydrous sodium sulfate and concentrated in vacuo to a yellowish semi-solid (15... The reactants are Fc1cccc2c(Cl)ccnc12, OCCc1ccc(Cl)cc1, [H-], [Na+], CN(C)C=O. Yields the product Fc1cccc2c(OCCc3ccc(Cl)cc3)ccnc12. As a reaction SMILES: [Cl:13][c:14]1[cH:15][cH:16][n:17][c:18]2[c:19]([F:24])[cH:20][cH:21][cH:22][c:23]12.[Cl:3][c:4]1[cH:5][cH:6][c:7]([CH2:10][CH2:11][OH:12])[cH:8][cH:9]1.[H-:1].[Na+:2].[O:25]=[CH:26][N:27]([CH3:28])[CH3:29]>>[Cl:3][c:4]1[cH:5][cH:6][c:7]([CH2:10][CH2:11][O:12][c:14]2[cH:15][cH:16][n:17][c:18]3[c:19]([F:24])[cH:20][cH:21][cH:22][c:23]23)[cH:8][cH:9]1. Starting materials: O (water), C(C1=CC=CC=C1)Br (Benzylbromide), OC1=C(C=C(C(=O)OC)C=C1)N1C=CC=C1 (methyl 4-hydroxy-3-(pyrrol-1-yl)benzoate), CC(C)([O-])C.[K+] (potassium t-butoxide). Solvent: CN(C=O)C (N,N-dimethylformamide). Run at time 5 hour. The product is C(C1=CC=CC=C1)OC1=C(C=C(C(=O)OC)C=C1)N1C=CC=C1 (methyl 4-benzyloxy3-(pyrrol-1-yl)benzoate). Reaction SMILES: [CH2:1](Br)[C:2]1[CH:7]=[CH:6][CH:5]=[CH:4][CH:3]=1.[OH:9][C:10]1[CH:19]=[CH:18][C:13]([C:14]([O:16][CH3:17])=[O:15])=[CH:12][C:11]=1[N:20]1[CH:24]=[CH:23][CH:22]=[CH:21]1.CC(C)([O-])C.[K+].O>CN(C)C=O>[CH2:1]([O:9][C:10]1[CH:19]=[CH:18][C:13]([C:14]([O:16][CH3:17])=[O:15])=[CH:12][C:11]=1[N:20]1[CH:24]=[CH:23][CH:22]=[CH:21]1)[C:2]1[CH:7]=[CH:6][CH:5]=[CH:4][CH:3]=1 |f:2.3|. Procedure: Benzylbromide (2.9 ml) was added to the mixture of methyl 4-hydroxy-3-(pyrrol-1-yl)benzoate (5.0 g) and potassium t-butoxide (2.7 g) in N,N-dimethylformamide (40 ml) under ice-cooling and the mixture was stirred for 5 hours at ambient temperature. The reaction mixture was poured into water and extracted with ethyl acetate. The extract layer was washed with brine and dried over magnesium sulfate. The solvent was removed by concentration. The residue was crystallized from the mixture of toluene an... The reactants are CC(C)(C)OC(=O)N1CC(F)(F)CC1C(=O)Nc1cnccn1, O=C(O)C(F)(F)F. Yields the product O=C(Nc1cnccn1)C1CC(F)(F)CN1. As a reaction SMILES: [F:1][C:2]1([F:23])[CH2:3][CH:4]([C:14]([NH:15][c:16]2[n:17][cH:18][cH:19][n:20][cH:21]2)=[O:22])[N:5]([C:7]([O:8][C:9]([CH3:10])([CH3:11])[CH3:12])=[O:13])[CH2:6]1.[OH:24][C:25]([C:26]([F:27])([F:28])[F:29])=[O:30]>>[F:1][C:2]1([F:23])[CH2:3][CH:4]([C:14]([NH:15][c:16]2[n:17][cH:18][cH:19][n:20][cH:21]2)=[O:22])[NH:5][CH2:6]1.